This data is from the Open Reaction Database (ORD), a public repository of structured organic reaction records. The task is: describe an organic reaction: reactants, conditions, products, and yield As a reaction SMILES: [CH3:1][C:2]1([CH3:11])[CH2:7][CH2:6][CH:5]([C:8](O)=[O:9])[CH2:4][CH2:3]1.S(Cl)([Cl:14])=O>>[CH3:1][C:2]1([CH3:11])[CH2:7][CH2:6][CH:5]([C:8]([Cl:14])=[O:9])[CH2:4][CH2:3]1. Starting materials: CC1(CCC(CC1)C(=O)O)C (4,4-dimethyl-cyclohexylcarboxylic acid), S(=O)(Cl)Cl (thionyl chloride). Yields the product CC1(CCC(CC1)C(=O)Cl)C (4,4-dimethylcyclohexylcarbonyl chloride). Procedure details: To 5 g of 4,4-dimethyl-cyclohexylcarboxylic acid was added an excess of thionyl chloride, and the mixture was heated with stirring for 3 hours. After the reaction, the remaining thionyl chloride was distilled off in a vacuum, 10 ml of benzene was added to the residue and the mixture was distilled in a vacuum, giving oily 4,4-dimethylcyclohexylcarbonyl chloride. Run at time 3 hour. Reactants: CCOC(=O)C(=O)c1csc(NC(=O)OC(C)(C)CC)n1, CCO, [Na+], [OH-], O. The product is CCC(C)(C)OC(=O)Nc1nc(C(=O)C(=O)O)cs1. RXN SMILES: [C:1]([CH3:2])([CH3:3])([CH2:4][CH3:5])[O:6][C:7](=[O:8])[NH:9][c:10]1[s:11][cH:12][c:13]([C:15]([C:16](=[O:17])[O:18][CH2:19][CH3:20])=[O:21])[n:14]1.[CH3:22][CH2:23][OH:24].[Na+:26].[OH-:25].[OH2:27]>>[C:1]([CH3:2])([CH3:3])([CH2:4][CH3:5])[O:6][C:7](=[O:8])[NH:9][c:10]1[s:11][cH:12][c:13]([C:15]([C:16](=[O:17])[OH:18])=[O:21])[n:14]1. Starting materials: [BH4-], CO, COC(=O)c1sccc1C(C)=O, Cl, [Na+]. Product: COC(=O)c1sccc1C(C)O. As a reaction SMILES: [BH4-:13].[CH3:16][OH:17].[CH3:1][O:2][C:3](=[O:4])[c:5]1[s:6][cH:7][cH:8][c:9]1[C:10]([CH3:11])=[O:12].[ClH:15].[Na+:14]>>[CH3:1][O:2][C:3](=[O:4])[c:5]1[s:6][cH:7][cH:8][c:9]1[CH:10]([CH3:11])[OH:12]. Reactants: S(N)(=O)(=O)C1=CC=2C(=CN=CC2)S1 (2-sulfamoylthieno[2,3-c]pyridine), S1C=CC=2C=NC=CC21 (thieno[3,2-c]pyridine), S1C=CC=2C1=CN=CC2 (thieno[2,3-c]pyridine). Yields the product S(N)(=O)(=O)C1=CC=2C=NC=CC2S1 (2-Sulfamoylthieno[3,2-c]pyridine). RXN SMILES: [S:1]([C:5]1[S:13][C:8]2=[CH:9]N=C[CH:12]=[C:7]2[CH:6]=1)(=[O:4])(=[O:3])[NH2:2].S1C2C=C[N:19]=[CH:18]C=2C=C1.S1C2=CN=CC=C2C=C1>>[S:1]([C:5]1[S:13][C:8]2[CH:9]=[CH:18][N:19]=[CH:12][C:7]=2[CH:6]=1)(=[O:3])(=[O:4])[NH2:2]. Procedure details: The title compound was prepared according to the procedure described for 2-sulfamoylthieno[2,3-c]pyridine (Example 1) except thieno[3,2-c]pyridine was substituted for thieno[2,3-c]pyridine. This title compound was obtained in 41% yield; m.p. 193°-194° C., after crystallization from ethyl acetate. The reactants are N1(CCNCC1)C(=O)OC(C)(C)C (tert-butyl piperazine-1-carboxylate), CCN(C(C)C)C(C)C (DIPEA), ClC=1C=C(C(=O)O)C=CC1F (3-Chloro-4-fluorobenzoic acid). Run in CN(C(C)=O)C (N,N-dimethylacetamide). Reaction conditions: temperature 130 celsius, time 8 hour. The product is Cl.ClC=1C=C(C(=O)O)C=CC1N1CCNCC1 (3-chloro-4-piperazin-1-yl benzoic acid hydrochloride). Isolated yield 17.9%. Reaction SMILES: [Cl:1][C:2]1[CH:3]=[C:4]([CH:8]=[CH:9][C:10]=1F)[C:5]([OH:7])=[O:6].[N:12]1(C(OC(C)(C)C)=O)[CH2:17][CH2:16][NH:15][CH2:14][CH2:13]1.CCN(C(C)C)C(C)C>CN(C)C(=O)C>[ClH:1].[Cl:1][C:2]1[CH:3]=[C:4]([CH:8]=[CH:9][C:10]=1[N:12]1[CH2:17][CH2:16][NH:15][CH2:14][CH2:13]1)[C:5]([OH:7])=[O:6] |f:4.5|. Procedure details: 3-Chloro-4-fluorobenzoic acid (1 g) was dissolved in N,N-dimethylacetamide (10 ml), and tert-butyl piperazine-1-carboxylate (1.3 g) and DIPEA (1.9 g) were added thereto, followed by stirring at 130° C. overnight. The reaction mixture was concentrated under reduced pressure, and a 1 M aqueous NaOH solution was added thereto, followed by washing with EtOAc. The pH of the aqueous layer was adjusted to around 6 to 7 by the addition of 1 M hydrochloric acid, followed by extraction with CHCl3. The org... Starting materials: O[C@@H](CCC1(CC1)O)COC1OCCCC1 (1-((S)-3-hydroxy-4-(tetrahydro-2H-pyran-2-yloxy)butyl)-cyclopropanol), C1=CC=C(C=C1)P(C2=CC=CC=C2)C3=CC=CC=C3 (PPh3), CCOC(=O)/N=N/C(=O)OCC (DEAD). Solvent: C1CCOC1 (THF). Reaction conditions: temperature 60 celsius, time 12 hour. The product is O1C(CCCC1)OC[C@@H]1OC2(CC2)CC1 ((5R)-5-((tetrahydro-2H-pyran-2-yloxy)methyl)-4-oxaspiro[2.4]heptane). The yield is 69.1%. Reaction SMILES: O[C@H:2]([CH2:9][O:10][CH:11]1[CH2:16][CH2:15][CH2:14][CH2:13][O:12]1)[CH2:3][CH2:4][C:5]1([OH:8])[CH2:7][CH2:6]1.C1C=CC(P(C2C=CC=CC=2)C2C=CC=CC=2)=CC=1.CCOC(/N=N/C(OCC)=O)=O>C1COCC1>[O:12]1[CH2:13][CH2:14][CH2:15][CH2:16][CH:11]1[O:10][CH2:9][C@H:2]1[CH2:3][CH2:4][C:5]2([CH2:7][CH2:6]2)[O:8]1. Procedure: To a solution of 1-((S)-3-hydroxy-4-(tetrahydro-2H-pyran-2-yloxy)butyl)-cyclopropanol (1.73 g, 0.0075 mol) and PPh3 (2.95 g, 0.0113 mol, Richjoint) in 32 mL of anhydrous THF at rt under N2 was added DEAD (1.96 g, 0.0113 mol, Aladdin) dropwise via a syringe. The reaction was stirred at 60° C. for 12 hours. The solvent was concentrated in vacuo. The red oil was purified by a silica gel column chromatography (8:1 (v/v) n-hexane/EtOAc) to give the title compound as colorless oil (1.1 g, 64%)2. Starting materials: aldehyde, C(CCCCCCC\C=C/CCCCCCCC)(=O)OC (methyl oleate), alcohol, CCCCCCCCC=CCCCCCCCC (9-octadecene), CC(CCCCCCCC=CCCCCCCCCC)(C(=O)O)C(=O)O (1,18-dimethyl-9-octadecenedicarboxylic acid), alcohol. Run in C(CO)O (ethylene glycol). Reaction conditions: temperature 120 celsius, time 60 minute. Yields the product C(CCCCCCCCC)C1OCCO1 (2-decyl-[1,3]dioxolane). As a reaction SMILES: [C:1]([O:20][CH3:21])(=[O:19])[CH2:2][CH2:3][CH2:4][CH2:5][CH2:6][CH2:7][CH2:8]/[CH:9]=[CH:10]\[CH2:11]CCCCCCC.[CH3:22]CCCCCCCC=CCCCCCCCC.CC(C(O)=O)(C(O)=O)CCCCCCCC=CCCCCCCCCC>C(O)CO>[CH2:2]([CH:1]1[O:19][CH2:22][CH2:21][O:20]1)[CH2:3][CH2:4][CH2:5][CH2:6][CH2:7][CH2:8][CH2:9][CH2:10][CH3:11]. Procedure: A mixture of 2-undecen-1-ol and methyl 11-hydroxy-9-undecenoate (0.5 ml, obtained from the cross-metathesis of methyl oleate with butenediol; composition: 8.7% methyl oleate, 13.2% 9-octadecene and 1,18-dimethyl-9-octadecenedicarboxylic acid, 61.2% alcohol cross-metathesis products, 16.9% aldehyde cross-metathesis products) and 4.5 ml of ethylene glycol are combined. Further samples are taken for GC, GC-MS and GPC. By means of a magnetic stirrer, the reaction mixture is stirred at 120° C. for 60... Reactants: C(C)(=O)OC(C)=O (Acetic anhydride), C(=O)O (formic acid), ClC=1C=CC(=NC1)N1CCN(CC1)S(=O)(=O)CC(CCC1=NC=C(C=N1)F)NO (2-[4-[4-(5-chloropyridin-2-yl)piperazino]sulfonyl-3-(hydroxyamino)butyl]-5-fluoropyrimidine). Run in O1CCCC1 (tetrahydrofuran). Run at temperature 0 celsius, time 3 hour. Yields the product ClC=1C=CC(=NC1)N1CCN(CC1)S(=O)(=O)CC(CCC1=NC=C(C=N1)F)N(C=O)O (N-[1-([4-(5-chloropyridin-2-yl)piperazino]sulfonylmethyl)-3-(5-fluoropyrimidin-2-yl)propyl]-N-hydroxyformamide). As a reaction SMILES: C(O[C:5](=[O:7])C)(=O)C.C(O)=O.[Cl:11][C:12]1[CH:13]=[CH:14][C:15]([N:18]2[CH2:23][CH2:22][N:21]([S:24]([CH2:27][CH:28]([NH:38][OH:39])[CH2:29][CH2:30][C:31]3[N:36]=[CH:35][C:34]([F:37])=[CH:33][N:32]=3)(=[O:26])=[O:25])[CH2:20][CH2:19]2)=[N:16][CH:17]=1>O1CCCC1>[Cl:11][C:12]1[CH:13]=[CH:14][C:15]([N:18]2[CH2:19][CH2:20][N:21]([S:24]([CH2:27][CH:28]([N:38]([OH:39])[CH:5]=[O:7])[CH2:29][CH2:30][C:31]3[N:36]=[CH:35][C:34]([F:37])=[CH:33][N:32]=3)(=[O:25])=[O:26])[CH2:22][CH2:23]2)=[N:16][CH:17]=1. Procedure details: Acetic anhydride (0.51 ml) was added directly to formic acid (2.0 ml) which had been cooled to 0° C. and then added a solution of 2-[4-[4-(5-chloropyridin-2-yl)piperazino]sulfonyl-3-(hydroxyamino)butyl]-5-fluoropyrimidine (0.485 g) in tetrahydrofuran (11 ml). The solution was stirred at room temperature for 3 hours and then evaporated in vacuo, the resulting residue was azeotroped with toluene and then it was dissolved in methanol and heated to 40° C. for 30 minutes. The solution was evaporated ... Starting materials: layer 10, [Si](=O)=O (silicon dioxide), N12[Si]34N5[Si]16N3[Si]25N46 (silicon nitride). Yields the product N12[Si]34N5[Si]16N3[Si]25N46 (Silicon nitride), [SiH4] (silane), N (ammonia). Reaction SMILES: [N:1]12[Si:6]34[N:7]5[Si:4]61[N:5]3[Si:2]25[N:3]64.[Si:8](=O)=O>>[N:1]12[Si:6]34[N:7]5[Si:4]61[N:5]3[Si:2]25[N:3]64.[SiH4:8].[NH3:1]. Procedure: Next, a middle silicon nitride layer 12 is deposited onto the first layer 10 of silicon dioxide previously deposited. Silicon nitride is produced from the reaction of silane (SiH4) with nitrogen and ammonia (NH3). The nitride deposition is performed, for example, in a "pancake style"]reactor. Typically, 3.5 minutes is required to deposit 500 Angstroms of Si3N4 at 800° C. As a reaction SMILES: [CH3:1][C:2]1[CH:7]=[C:6]([O:8][CH2:9][C:10]2[C:11]([C:16]3[CH:21]=[CH:20][CH:19]=[CH:18][CH:17]=3)=[N:12][O:13][C:14]=2[CH3:15])[N:5]=[N:4][C:3]=1[C:22]([OH:24])=O.[NH:25]1[CH2:30][CH2:29][S:28](=[O:32])(=[O:31])[CH2:27][CH2:26]1>>[O:31]=[S:28]1(=[O:32])[CH2:29][CH2:30][N:25]([C:22]([C:3]2[N:4]=[N:5][C:6]([O:8][CH2:9][C:10]3[C:11]([C:16]4[CH:21]=[CH:20][CH:19]=[CH:18][CH:17]=4)=[N:12][O:13][C:14]=3[CH3:15])=[CH:7][C:2]=2[CH3:1])=[O:24])[CH2:26][CH2:27]1. The reactants are CC1=C(N=NC(=C1)OCC=1C(=NOC1C)C1=CC=CC=C1)C(=O)O (4-methyl-6-(5-methyl-3-phenyl-isoxazol-4-ylmethoxy)-pyridazine-3-carboxylic acid), N1CCS(CC1)(=O)=O (thiomorpholine 1,1-dioxide). Procedure details: As described for example 44, 4-methyl-6-(5-methyl-3-phenyl-isoxazol-4-ylmethoxy)-pyridazine-3-carboxylic acid (200 mg, 0.61 mmol) was converted, using thiomorpholine 1,1-dioxide instead of 4-amino-tetrahydropyran, to the title compound (SiO2, heptane:ethyl acetate=100:0 to 60:40, 195 mg, 72%) which was obtained as a colourless crystalline solid. MS: m/e=443.2 [M+H]−. Isolated yield 72.0%. Product: O=S1(CCN(CC1)C(=O)C=1N=NC(=CC1C)OCC=1C(=NOC1C)C1=CC=CC=C1)=O ((1,1-Dioxo-1λ6-thiomorpholin-4-yl)-[4-methyl-6-(5-methyl-3-phenyl-isoxazol-4-ylmethoxy)-pyridazin-3-yl]-methanone).